This data is from the Open Reaction Database (ORD), a public repository of structured organic reaction records. The task is: describe an organic reaction: reactants, conditions, products, and yield Starting materials: CN(CCOC1=CC(=C(C=C1)NC=1OCC(C1C(=O)OCC)=O)C)C (ethyl 2-({4-[2-(dimethylamino)ethoxy]-2-methylphenyl}amino)-4-oxo-4,5-dihydrofuran-3-carboxylate), N1C=C(C2=CC=CN=C12)C=O (7-azaindole-3-carboxaldehyde), N1CCCCC1 (piperidine). Solvent: C(C)O (ethanol). Product: C(=O)O.N1C=C(C=2C1=NC=CC2)C=C2C(C(=C(O2)NC2=C(C=C(C=C2)OCCN(C)C)C)C(=O)OCC)=O (Ethyl 5-[(1H-pyrrolo[2,3-b]pyridin-3-yl)methylene]-2-({4-[2-(dimethylamino)ethoxy]-2-methylphenyl}amino)-4-oxo-4,5-dihydrofuran-3-carboxylate formate). Yield: 30.6%. As a reaction SMILES: [CH3:1][N:2]([CH3:25])[CH2:3][CH2:4][O:5][C:6]1[CH:11]=[CH:10][C:9]([NH:12][C:13]2[O:14][CH2:15][C:16](=[O:23])[C:17]=2[C:18]([O:20][CH2:21][CH3:22])=[O:19])=[C:8]([CH3:24])[CH:7]=1.[NH:26]1[C:34]2[C:29](=[CH:30][CH:31]=[CH:32][N:33]=2)[C:28]([CH:35]=O)=[CH:27]1.N1CCCCC1>C(O)C>[CH:18]([OH:20])=[O:19].[NH:26]1[C:34]2=[N:33][CH:32]=[CH:31][CH:30]=[C:29]2[C:28]([CH:35]=[C:15]2[O:14][C:13]([NH:12][C:9]3[CH:10]=[CH:11][C:6]([O:5][CH2:4][CH2:3][N:2]([CH3:1])[CH3:25])=[CH:7][C:8]=3[CH3:24])=[C:17]([C:18]([O:20][CH2:21][CH3:22])=[O:19])[C:16]2=[O:23])=[CH:27]1 |f:4.5|. Procedure details: To a solution of ethyl 2-({4-[2-(dimethylamino)ethoxy]-2-methylphenyl}amino)-4-oxo-4,5-dihydrofuran-3-carboxylate (0.070 g, 0.20 mmol) which similarly prepared according to the procedure described in the Example 74, Fourth step and 7-azaindole-3-carboxaldehyde (0.029 g, 0.20 mmol) in ethanol (2.0 mL), piperidine (0.020 mL, 0.20 mmol) was added at ambient temperature. The mixture was refluxed for 5 days. Cooled to ambient temperature, the precipitate was collected by filtration then purified by p... Reactants: CC#CC(=O)[O-], CC#N, CCN(C(C)C)C(C)C, O=C1CC2SC(=S)CN12. The product is O=C1CC2SC=CN12. Reaction SMILES: [CH3:19][C:20]#[C:21][C:22]([O-:23])=[O:24].[CH3:25][C:26]#[N:27].[CH:10]([N:11]([CH:12]([CH3:13])[CH3:14])[CH2:15][CH3:16])([CH3:17])[CH3:18].[S:1]=[C:2]1[S:3][CH:4]2[N:5]([CH2:6]1)[C:7](=[O:9])[CH2:8]2>>[CH:2]1=[CH:6][N:5]2[CH:4]([S:3]1)[CH2:8][C:7]2=[O:9]. As a reaction SMILES: [Cl:1][C:2]1[CH:9]=[C:8]([O:10][C:11]2[CH:16]=[CH:15][C:14]([CH2:17][C:18]([C:20]3[CH:21]=[C:22]4[C:27](=[CH:28][CH:29]=3)[N:26]=[C:25]([O:30][CH:31]([CH3:33])[CH3:32])[CH:24]=[C:23]4[C:34]([F:37])([F:36])[F:35])=[O:19])=[C:13]([Cl:38])[CH:12]=2)[CH:7]=[CH:6][C:3]=1[C:4]#[N:5].[H-].[Na+].[CH3:41]I>>[Cl:1][C:2]1[CH:9]=[C:8]([O:10][C:11]2[CH:16]=[CH:15][C:14]([CH:17]([CH3:41])[C:18]([C:20]3[CH:21]=[C:22]4[C:27](=[CH:28][CH:29]=3)[N:26]=[C:25]([O:30][CH:31]([CH3:33])[CH3:32])[CH:24]=[C:23]4[C:34]([F:35])([F:37])[F:36])=[O:19])=[C:13]([Cl:38])[CH:12]=2)[CH:7]=[CH:6][C:3]=1[C:4]#[N:5] |f:1.2|. Starting materials: ClC1=C(C#N)C=CC(=C1)OC1=CC(=C(C=C1)CC(=O)C=1C=C2C(=CC(=NC2=CC1)OC(C)C)C(F)(F)F)Cl (2-chloro-4-{3-chloro-4-[2-(2-isopropoxy-4-trifluoromethyl-quinolin-6-yl)-2-oxo-ethyl]-phenoxy}-benzonitrile), [H-].[Na+] (sodium hydride), CI (methyl iodide). Procedure details: In analogy to Example 1, step 2, 2-chloro-4-{3-chloro-4-[2-(2-isopropoxy-4-trifluoromethyl-quinolin-6-yl)-2-oxo-ethyl]-phenoxy}-benzonitrile was reacted with sodium hydride and methyl iodide to give the title compound as a yellow oil. MS (m/e, ISP neg. ion)=571.1 [M−H+]. The product is ClC1=C(C#N)C=CC(=C1)OC1=CC(=C(C=C1)C(C(=O)C=1C=C2C(=CC(=NC2=CC1)OC(C)C)C(F)(F)F)C)Cl (2-Chloro-4-{3-chloro-4-[2-(2-isopropoxy-4-trifluoromethyl-quinolin-6-yl)-1-methyl-2-oxo-ethyl]-phenoxy}-benzonitrile). Reactants: Cl.C(C)(C)(C)C1=NN(C(=C1)CN)C1=CC(=CC=C1)Cl ((3-tert-butyl-1-(3-chlorophenyl)-1H-pyrazol-5-yl)methanamine hydrochloride), TEA, FC=1C=C(C=CC1C1(COC1)O)NC(OC1=CC=CC=C1)=O (phenyl 3-fluoro-4-(3-hydroxyoxetan-3-yl)phenylcarbamate). The solvent is CC#N (MeCN). Product: C(C)(C)(C)C1=NN(C(=C1)CNC(=O)NC1=CC(=C(C=C1)C1(COC1)O)F)C1=CC(=CC=C1)Cl (1-((3-tert-butyl-1-(3-chlorophenyl)-1H-pyrazol-5-yl)methyl)-3-(3-fluoro-4-(3-hydroxyoxetan-3-yl)phenyl)urea). Yield: 76.6%. As a reaction SMILES: Cl.[C:2]([C:6]1[CH:10]=[C:9]([CH2:11][NH2:12])[N:8]([C:13]2[CH:18]=[CH:17][CH:16]=[C:15]([Cl:19])[CH:14]=2)[N:7]=1)([CH3:5])([CH3:4])[CH3:3].[F:20][C:21]1[CH:22]=[C:23]([NH:32][C:33](=O)[O:34]C2C=CC=CC=2)[CH:24]=[CH:25][C:26]=1[C:27]1([OH:31])[CH2:30][O:29][CH2:28]1>CC#N>[C:2]([C:6]1[CH:10]=[C:9]([CH2:11][NH:12][C:33]([NH:32][C:23]2[CH:24]=[CH:25][C:26]([C:27]3([OH:31])[CH2:30][O:29][CH2:28]3)=[C:21]([F:20])[CH:22]=2)=[O:34])[N:8]([C:13]2[CH:18]=[CH:17][CH:16]=[C:15]([Cl:19])[CH:14]=2)[N:7]=1)([CH3:5])([CH3:3])[CH3:4] |f:0.1|. Procedure details: To a stirred solution of (3-tert-butyl-1-(3-chlorophenyl)-1H-pyrazol-5-yl)methanamine hydrochloride (96 mg, 0.32 mmol, 1.0 eq) in MeCN (8 mL) was added TEA (0.178 mL, 1.28 mmol, 4.0 eq) followed by phenyl 3-fluoro-4-(3-hydroxyoxetan-3-yl)phenylcarbamate (99 mg, 0.3 3 mmol, 1.02 eq) at RT and stirred at reflux for 16 h. The solvent was evaporated and the crude product was purified by CC (EtOAc/cyclohexane 1:1 as eluent) to get 1-((3-tert-butyl-1-(3-chlorophenyl)-1H-pyrazol-5-yl)methyl)-3-(3-fluor... Reactants: CCCCc1cc2cc(OC)ccc2c(O)c1-c1ccccc1, O=Cc1ccc(F)cc1, [H-], [Na+], CN(C)C=O. Yields the product CCCCc1cc2cc(OC)ccc2c(Oc2ccc(C=O)cc2)c1-c1ccccc1. Reaction SMILES: [CH2:1]([CH2:2][CH2:3][CH3:4])[c:5]1[c:6](-[c:18]2[cH:19][cH:20][cH:21][cH:22][cH:23]2)[c:7]([OH:17])[c:8]2[cH:9][cH:10][c:11]([O:15][CH3:16])[cH:12][c:13]2[cH:14]1.[F:26][c:27]1[cH:28][cH:29][c:30]([CH:31]=[O:32])[cH:33][cH:34]1.[H-:25].[Na+:24].[O:35]=[CH:36][N:37]([CH3:38])[CH3:39]>>[CH2:1]([CH2:2][CH2:3][CH3:4])[c:5]1[c:6](-[c:18]2[cH:19][cH:20][cH:21][cH:22][cH:23]2)[c:7]([O:17][c:27]2[cH:28][cH:29][c:30]([CH:31]=[O:32])[cH:33][cH:34]2)[c:8]2[cH:9][cH:10][c:11]([O:15][CH3:16])[cH:12][c:13]2[cH:14]1.